Dataset: the Open Reaction Database (ORD), a public repository of structured organic reaction records. Task: describe an organic reaction: reactants, conditions, products, and yield Starting materials: CC(=O)OC(C)=O, Cc1ccsc1C(N)Cc1ccccc1, c1ccncc1. Product: CC(=O)ONC(Cc1ccccc1)c1sccc1C. Reaction SMILES: [CH3:16][C:17](=[O:18])[O:19][C:20](=[O:21])[CH3:22].[CH3:1][c:2]1[c:3]([CH:7]([CH2:8][c:9]2[cH:10][cH:11][cH:12][cH:13][cH:14]2)[NH2:15])[s:4][cH:5][cH:6]1.[cH:23]1[cH:24][cH:25][n:26][cH:27][cH:28]1>>[CH3:1][c:2]1[c:3]([CH:7]([CH2:8][c:9]2[cH:10][cH:11][cH:12][cH:13][cH:14]2)[NH:15][O:19][C:17]([CH3:16])=[O:18])[s:4][cH:5][cH:6]1. The reactants are C1=CC=CC=2C3=CC=CC=C3C(C12)COC(=O)N[C@@H](CCC(NC(C1=CC=CC=C1)(C1=CC=CC=C1)C1=CC=CC=C1)=O)C(=O)NC1=CC(=C(C=C1)OC)O (N-[Nα-(9-fluorenylmethoxycarbonyl)-Nδ-trityl-L-glutaminyl]-3-hydroxy-4-methoxyaniline), FC1=CC=C(COC=2C=C(C(=O)O)C=CC2OCC2=CC=C(C=C2)F)C=C1 (3,4-di-(4-fluorobenzyloxy)benzoic acid). The product is FC1=CC=C(COC=2C=C(C(=O)N[C@@H](CCC(NC(C3=CC=CC=C3)(C3=CC=CC=C3)C3=CC=CC=C3)=O)C(=O)NC3=CC(=C(C=C3)OC)O)C=CC2OCC2=CC=C(C=C2)F)C=C1 (N-[Nα-(3,4-di-(4-Fluorobenzyloxy)benzoyl)-Nδ-trityl-L-glutaminyl]-3-hydroxy-4-methoxyaniline), crystals. Isolated yield 34.0%. RXN SMILES: C1C2C(C[O:15][C:16]([NH:18][C@H:19]([C:44]([NH:46][C:47]3[CH:52]=[CH:51][C:50]([O:53][CH3:54])=[C:49]([OH:55])[CH:48]=3)=[O:45])[CH2:20][CH2:21][C:22](=[O:43])[NH:23][C:24]([C:37]3[CH:42]=[CH:41][CH:40]=[CH:39][CH:38]=3)([C:31]3[CH:36]=[CH:35][CH:34]=[CH:33][CH:32]=3)[C:25]3[CH:30]=[CH:29][CH:28]=[CH:27][CH:26]=3)=O)C3C(=CC=CC=3)C=2C=CC=1.[F:56][C:57]1[CH:82]=[CH:81][C:60]([CH2:61][O:62][C:63]2[CH:64]=[C:65]([CH:69]=[CH:70][C:71]=2[O:72][CH2:73][C:74]2[CH:79]=[CH:78][C:77]([F:80])=[CH:76][CH:75]=2)C(O)=O)=[CH:59][CH:58]=1>>[F:56][C:57]1[CH:82]=[CH:81][C:60]([CH2:61][O:62][C:63]2[CH:64]=[C:65]([CH:69]=[CH:70][C:71]=2[O:72][CH2:73][C:74]2[CH:79]=[CH:78][C:77]([F:80])=[CH:76][CH:75]=2)[C:16]([NH:18][C@H:19]([C:44]([NH:46][C:47]2[CH:52]=[CH:51][C:50]([O:53][CH3:54])=[C:49]([OH:55])[CH:48]=2)=[O:45])[CH2:20][CH2:21][C:22](=[O:43])[NH:23][C:24]([C:37]2[CH:38]=[CH:39][CH:40]=[CH:41][CH:42]=2)([C:25]2[CH:30]=[CH:29][CH:28]=[CH:27][CH:26]=2)[C:31]2[CH:32]=[CH:33][CH:34]=[CH:35][CH:36]=2)=[O:15])=[CH:59][CH:58]=1. Procedure: The title compound was prepared from N-[Nα-(9-fluorenylmethoxycarbonyl)-Nδ-trityl-L-glutaminyl]-3-hydroxy-4-methoxyaniline (642 mg, 0.9 mmol, example 109, step A) as described for example 109 (step B) using 3,4-di-(4-fluorobenzyloxy)benzoic acid (485 mg, 1.3 mmol) instead of N-(4-fluorobenzyl)indole-2-carboxylic acid. The crude material was purified by flash chromatography using successively 5%, 10% and 30% EtOAc/CH2Cl2 as the eluent. The title compound was obtained as white crystals (260 mg, 34...